From a dataset of the Open Reaction Database (ORD), a public repository of structured organic reaction records. describe an organic reaction: reactants, conditions, products, and yield The reactants are N#CCC(=O)O, CN(C(=O)c1ccc(Cl)cc1)C1CCN(C(=O)C2CCNCC2)CC1c1ccc(Cl)c(Cl)c1, Cl. Product: CN(C(=O)c1ccc(Cl)cc1)C1CCN(C(=O)C2CCN(C(=O)CC#N)CC2)CC1c1ccc(Cl)c(Cl)c1. As a reaction SMILES: [C:35](#[N:36])[CH2:37][C:38](=[O:39])[OH:40].[Cl:2][c:3]1[cH:4][cH:5][c:6]([C:7](=[O:8])[N:9]([CH3:10])[CH:11]2[CH:12]([c:25]3[cH:26][c:27]([Cl:32])[c:28]([Cl:31])[cH:29][cH:30]3)[CH2:13][N:14]([C:17](=[O:18])[CH:19]3[CH2:20][CH2:21][NH:22][CH2:23][CH2:24]3)[CH2:15][CH2:16]2)[cH:33][cH:34]1.[ClH:1]>>[Cl:2][c:3]1[cH:4][cH:5][c:6]([C:7](=[O:8])[N:9]([CH3:10])[CH:11]2[CH:12]([c:25]3[cH:26][c:27]([Cl:32])[c:28]([Cl:31])[cH:29][cH:30]3)[CH2:13][N:14]([C:17](=[O:18])[CH:19]3[CH2:20][CH2:21][N:22]([C:38]([CH2:37][C:35]#[N:36])=[O:39])[CH2:23][CH2:24]3)[CH2:15][CH2:16]2)[cH:33][cH:34]1.